Dataset: the Open Reaction Database (ORD), a public repository of structured organic reaction records. Task: describe an organic reaction: reactants, conditions, products, and yield The reactants are C(C(C)C)C(=O)C (methyl isobutyl ketone), C(C)C=1C=C(C(=NC1)C(=O)O)C(=O)O (5-ethyl-2,3-pyridinedicarboxylic acid), nitrate salt. Solvent: C(Cl)Cl (methylene chloride). Product: C(C)C=1C=C(C(=NC1)C(=O)O)C(=O)O (5-ethyl-2,3-pyridinedicarboxylic acid), C(C)C=1C=NC2=C(C=CC=C2C1)O (3-ethyl-8-hydroxyquinoline). As a reaction SMILES: [CH2:1]([C:3]1[CH:4]=[C:5]([C:12]([OH:14])=[O:13])[C:6]([C:9]([OH:11])=[O:10])=[N:7][CH:8]=1)[CH3:2].[CH2:15](C(C)=O)[CH:16](C)C>C(Cl)Cl>[CH2:1]([C:3]1[CH:4]=[C:5]([C:12]([OH:14])=[O:13])[C:6]([C:9]([OH:11])=[O:10])=[N:7][CH:8]=1)[CH3:2].[CH2:1]([C:3]1[CH:8]=[N:7][C:6]2[C:5]([CH:4]=1)=[CH:12][CH:16]=[CH:15][C:9]=2[OH:11])[CH3:2]. Procedure details: Preparation of 5-ethyl-2,3-pyridinedicarboxylic acid ##STR6## The nitrate salt obtained in Example 1 is dispersed in a mixture of 100 mL of methylene chloride and 100 mL of methyl isobutyl ketone, heated at reflux temperature for 1 hour, cooled to room temperature and filtered. The filter cake is washed with a 1:1 mixture of methylene chloride:methyl isobutyl ketone and dried in vacuo to give 5-ethyl-2,3-pyridinedicarboxylic acid, 34.6 g, (89% isolated yield from 3-ethyl-8-hydroxyquinoline), 94.... Starting materials: C(C)(=O)Cl (Acetyl chloride), CON=C(C(=O)O)C1=CC(=CC=C1)O (2-methoxyimino-2-(3-hydroxyphenyl)acetic acid), ice water. Run in N1=CC=CC=C1 (pyridine). Product: CON=C(C(=O)O)C1=CC(=CC=C1)OC(C)=O (2-methoxyimino-2-(3-acetoxyphenyl)acetic acid). Isolated yield 100.4%. As a reaction SMILES: [C:1](Cl)(=[O:3])[CH3:2].[CH3:5][O:6][N:7]=[C:8]([C:12]1[CH:17]=[CH:16][CH:15]=[C:14]([OH:18])[CH:13]=1)[C:9]([OH:11])=[O:10]>N1C=CC=CC=1>[CH3:5][O:6][N:7]=[C:8]([C:12]1[CH:17]=[CH:16][CH:15]=[C:14]([O:18][C:1](=[O:3])[CH3:2])[CH:13]=1)[C:9]([OH:11])=[O:10]. Reported procedure: Acetyl chloride (4.1 g.) was added with stirring and ice-cooling to a solution of 2-methoxyimino-2-(3-hydroxyphenyl)acetic acid (syn isomer) (5 g.) in pyridine (20 ml.) and the mixture was stirred for 50 minutes at ambient temperature. The reaction mixture was poured into ice-water, adjusted to pH 2.1 and extracted three times with ether. The extract was washed with a saturated sodium chloride aqueous solution and dried over magnesium sulfate. The solvent was thoroughly removed under pressure to... Starting materials: OBO, O=C(c1ccc(Br)cc1F)N1CCCC1CN1CCCC1, COc1cccc(OC)c1. The product is COc1ccc(-c2ccc(C(=O)N3CCCC3CN3CCCC3)c(F)c2)c(OC)c1. Reaction SMILES: [BH:22]([OH:23])[OH:24].[Br:1][c:2]1[cH:3][c:4]([F:21])[c:5]([C:8](=[O:9])[N:10]2[CH:11]([CH2:15][N:16]3[CH2:17][CH2:18][CH2:19][CH2:20]3)[CH2:12][CH2:13][CH2:14]2)[cH:6][cH:7]1.[CH3:25][O:26][c:27]1[cH:28][cH:29][cH:30][c:31]([O:33][CH3:34])[cH:32]1>>[c:2]1(-[c:30]2[cH:29][cH:28][c:27]([O:26][CH3:25])[cH:32][c:31]2[O:33][CH3:34])[cH:3][c:4]([F:21])[c:5]([C:8](=[O:9])[N:10]2[CH:11]([CH2:15][N:16]3[CH2:17][CH2:18][CH2:19][CH2:20]3)[CH2:12][CH2:13][CH2:14]2)[cH:6][cH:7]1. Starting materials: FC(C(=O)NC=1N=C2N(C=C(C=C2)F)C1I)(F)F (2,2,2-trifluoro-N-(6-fluoro-3-iodoimidazo[1,2-a]pyridin-2-yl)acetamide), CI (Methyl iodide), ice water, [Li+].CCC[CH2-] (N-Butyllithium). Solvent: O1CCCC1 (tetrahydrofuran). Run at temperature -78 celsius. Yields the product FC(C(=O)NC=1N=C2N(C=C(C=C2)F)C1C)(F)F (2,2,2-trifluoro-N-(6-fluoro-3-methylimidazo[1,2-a]pyridin-2-yl)acetamide), ethyl acetate hexanes. The yield is 50.0%. As a reaction SMILES: [F:1][C:2]([F:18])([F:17])[C:3]([NH:5][C:6]1[N:7]=[C:8]2[CH:13]=[CH:12][C:11]([F:14])=[CH:10][N:9]2[C:15]=1I)=[O:4].[Li+].[CH3:20]CC[CH2-].CI>O1CCCC1>[F:1][C:2]([F:18])([F:17])[C:3]([NH:5][C:6]1[N:7]=[C:8]2[CH:13]=[CH:12][C:11]([F:14])=[CH:10][N:9]2[C:15]=1[CH3:20])=[O:4] |f:1.2|. Procedure details: 2,2,2-trifluoro-N-(6-fluoro-3-iodoimidazo[1,2-a]pyridin-2-yl)acetamide (500 g, 0.00134 mol) was dissolved in tetrahydrofuran (16 mL) and was cooled at −78° C. N-Butyllithium (2 molarin cyclohexane, 1.6 mL) was added and the reaction was warmed to −20 for 15 minutes then chilled to 78° C. Methyl iodide (110 uL, 0.0017 mol) was added and the reaction was allowed to warm to room temperature. The reaction was poured into ice water and extracted with ethyl acetate (3×50 mL). The combined organics wer... Reactants: [BH3-]C#N, CC(=O)O, COc1ccc(Oc2c(Cl)cc(C=O)cc2Cl)cc1, Cl, NO, [Na+], c1ccncc1. The product is COc1ccc(Oc2c(Cl)cc(CN(O)C=O)cc2Cl)cc1. RXN SMILES: [C:23]([BH3-:24])#[N:25].[CH3:27][C:28]([OH:29])=[O:30].[Cl:1][c:2]1[cH:3][c:4]([CH:5]=[O:6])[cH:7][c:8]([Cl:19])[c:9]1[O:10][c:11]1[cH:12][cH:13][c:14]([O:17][CH3:18])[cH:15][cH:16]1.[ClH:20].[NH2:21][OH:22].[Na+:26].[cH:31]1[cH:32][cH:33][n:34][cH:35][cH:36]1>>[Cl:1][c:2]1[cH:3][c:4]([CH2:5][N:21]([OH:22])[CH:28]=[O:30])[cH:7][c:8]([Cl:19])[c:9]1[O:10][c:11]1[cH:12][cH:13][c:14]([O:17][CH3:18])[cH:15][cH:16]1. Reactants: C(C1=CC=CC=C1)N1CC=2C=3C=NNC3C=CC2C[C@H](C1=O)CC(=O)O ((S)-2-(9-Benzyl-8-oxo-3,6,7,8,9,10-hexahydroazepino[3,4-e]indazol-7-yl)acetic acid), N1CCC(CC1)C1C(NC2=CC=CC=C2C1)=O (3-(piperidin-4-yl)-3,4-dihydroquinolin-2(1H)-one), ClC1=CC2=C(C=3C=NNC13)CN(C([C@@H](C2)CC(N2CCC(CC2)N2C(NC1=CC=CC=C1C2)=O)=O)=O)CC(C)(C)C (4-Chloro-9-(2,2-dimethyl-propyl)-7-(S)-{2-oxo-2-[4-(2-oxo-1,4-dihydro-2H-quinazolin-3-yl)-piperidin-1-yl]-ethyl}-6,7,9,10-tetrahydro-3H-2,3,9-triaza-cyclohepta[e]inden-8-one). The product is C(C1=CC=CC=C1)N1CC=2C=3C=NNC3C=CC2C[C@H](C1=O)NC(=O)N1CCC(CC1)C1C(NC2=CC=CC=C2C1)=O (N-((R)-9-Benzyl-8-oxo-3,6,7,8,9,10-hexahydroazepino[3,4-e]indazol-7-yl)-4-(2-oxo-1,2,3,4-tetrahydroquinolin-3-yl)piperidine-1-carboxamide). The yield is 33.0%. Reaction SMILES: [CH2:1]([N:8]1[C:21](=[O:22])[C@H:20](CC(O)=O)[CH2:19][C:18]2[CH:17]=[CH:16][C:15]3[NH:14][N:13]=[CH:12][C:11]=3[C:10]=2[CH2:9]1)[C:2]1[CH:7]=[CH:6][CH:5]=[CH:4][CH:3]=1.[NH:27]1[CH2:32][CH2:31][CH:30]([CH:33]2[CH2:42][C:41]3[C:36](=[CH:37][CH:38]=[CH:39][CH:40]=3)[NH:35][C:34]2=[O:43])[CH2:29][CH2:28]1.ClC1C2NN=CC=2C2CN(CC(C)(C)C)C(=O)[C@H](CC(=O)N3CCC([N:67]4CC5C(=CC=CC=5)N[C:68]4=[O:77])CC3)CC=2C=1>>[CH2:1]([N:8]1[C:21](=[O:22])[C@H:20]([NH:67][C:68]([N:27]2[CH2:28][CH2:29][CH:30]([CH:33]3[CH2:42][C:41]4[C:36](=[CH:37][CH:38]=[CH:39][CH:40]=4)[NH:35][C:34]3=[O:43])[CH2:31][CH2:32]2)=[O:77])[CH2:19][C:18]2[CH:17]=[CH:16][C:15]3[NH:14][N:13]=[CH:12][C:11]=3[C:10]=2[CH2:9]1)[C:2]1[CH:7]=[CH:6][CH:5]=[CH:4][CH:3]=1. Reported procedure: (S)-2-(9-Benzyl-8-oxo-3,6,7,8,9,10-hexahydroazepino[3,4-e]indazol-7-yl)acetic acid (80 mg, 0.24 mmol) and 3-(piperidin-4-yl)-3,4-dihydroquinolin-2(1H)-one (75 mg, 0.33 mmol) were reacted in a manner analogous to the preparation of 4-Chloro-9-(2,2-dimethyl-propyl)-7-(S)-{2-oxo-2-[4-(2-oxo-1,4-dihydro-2H-quinazolin-3-yl)-piperidin-1-yl]-ethyl}-6,7,9,10-tetrahydro-3H-2,3,9-triaza-cyclohepta[e]inden-8-one. Material was obtained as white solid in 33% yield. MS m/e (M+H)+=542.3. 1H NMR (500 MHz, DMSO-... Starting materials: ClC1=C(C=CC(=C1)F)C=1C=2N(C=CC1)N=C(N2)NC2CCN(CC2)C2=NC(=NC=C2)Cl (8-(2-chloro-4-fluorophenyl)-N-(1-(2-chloropyrimidin-4-yl)piperidin-4-yl)-[1,2,4]triazolo[1,5-a]pyridin-2-amine), C[O-].[Na+] (sodium methoxide), CO (MeOH). Reaction conditions: temperature 60 celsius, time 18 hour. Product: ClC1=C(C=CC(=C1)OC)C=1C=2N(C=CC1)N=C(N2)NC2CCN(CC2)C2=NC(=NC=C2)OC (8-(2-Chloro-4-methoxyphenyl)-N-(1-(2-methoxypyrimidin-4-yl)piperidin-4-yl)-[1,2,4]triazolo[1,5-a]pyridin-2-amine). Reaction SMILES: [Cl:1][C:2]1[CH:7]=[C:6](F)[CH:5]=[CH:4][C:3]=1[C:9]1[C:10]2[N:11]([N:15]=[C:16]([NH:18][CH:19]3[CH2:24][CH2:23][N:22]([C:25]4[CH:30]=[CH:29][N:28]=[C:27](Cl)[N:26]=4)[CH2:21][CH2:20]3)[N:17]=2)[CH:12]=[CH:13][CH:14]=1.[CH3:32][O-:33].[Na+].[CH3:35][OH:36]>>[Cl:1][C:2]1[CH:7]=[C:6]([O:33][CH3:32])[CH:5]=[CH:4][C:3]=1[C:9]1[C:10]2[N:11]([N:15]=[C:16]([NH:18][CH:19]3[CH2:24][CH2:23][N:22]([C:25]4[CH:30]=[CH:29][N:28]=[C:27]([O:36][CH3:35])[N:26]=4)[CH2:21][CH2:20]3)[N:17]=2)[CH:12]=[CH:13][CH:14]=1 |f:1.2|. Procedure: To a solution of 8-(2-chloro-4-fluorophenyl)-N-(1-(2-chloropyrimidin-4-yl)piperidin-4-yl)-[1,2,4]triazolo[1,5-a]pyridin-2-amine (example 190b) (71 mg, 0.155 mmol) in MeOH (1.5 mL) was added sodium methoxide solution (30% in MeOH, 35 L, 0.186 mmol) and the reaction mixture was stirred in a sealed tube under Argon at 60° C. for 18 hours and then heated in the microwave to 150° C. for 30 minutes. The mixture was then evaporated. Product: Nc1ccc(Br)cc1C(=O)c1ccccn1. Reactants: Brc1ccccn1, Nc1ccc(Br)cc1C(=O)O. As a reaction SMILES: [Br:1][c:2]1[n:3][cH:4][cH:5][cH:6][cH:7]1.[NH2:8][c:9]1[c:10]([C:11](=[O:12])[OH:13])[cH:14][c:15]([Br:18])[cH:16][cH:17]1>>[c:2]1([C:11]([c:10]2[c:9]([NH2:8])[cH:17][cH:16][c:15]([Br:18])[cH:14]2)=[O:12])[n:3][cH:4][cH:5][cH:6][cH:7]1. Starting materials: OCc1ccccc1Br, [Li]CCCC, CC(C)(C)OC(=O)N1CCC(=O)C1, C1CCOC1. Yields the product CC(C)(C)OC(=O)N1CCC(O)(c2ccccc2CO)C1. As a reaction SMILES: [Br:1][c:2]1[c:3]([CH2:8][OH:9])[cH:4][cH:5][cH:6][cH:7]1.[CH2:10]([Li:11])[CH2:12][CH2:13][CH3:14].[O:15]=[C:16]1[CH2:17][N:18]([C:21](=[O:22])[O:23][C:24]([CH3:25])([CH3:26])[CH3:27])[CH2:19][CH2:20]1.[O:28]1[CH2:29][CH2:30][CH2:31][CH2:32]1>>[c:2]1([C:16]2([OH:15])[CH2:17][N:18]([C:21](=[O:22])[O:23][C:24]([CH3:25])([CH3:26])[CH3:27])[CH2:19][CH2:20]2)[c:3]([CH2:8][OH:9])[cH:4][cH:5][cH:6][cH:7]1. Starting materials: ClC1=C(C=CC=C1)C1=NN2C(N=C(NC2=O)C)=C1 (7-(2-chlorophenyl)-2-methyl-3H-pyrazolo[1,5-a]-[1,3,5]triazin-4-one), IN1C(CCC1=O)=O (N-iodosuccinimide). The solvent is C(Cl)Cl (methylene chloride). Reaction conditions: time 5 hour. Yields the product ClC1=C(C=CC=C1)C1=NN2C(N=C(NC2=O)C)=C1I (7-(2-Chlorophenyl)-8-iodo-2-methyl-3H-pyrazolo[1,5-a][1,3,5]triazin-4-one). Isolated yield 90.9%. Reaction SMILES: [Cl:1][C:2]1[CH:7]=[CH:6][CH:5]=[CH:4][C:3]=1[C:8]1[CH:18]=[C:11]2[N:12]=[C:13]([CH3:17])[NH:14][C:15](=[O:16])[N:10]2[N:9]=1.[I:19]N1C(=O)CCC1=O>C(Cl)Cl>[Cl:1][C:2]1[CH:7]=[CH:6][CH:5]=[CH:4][C:3]=1[C:8]1[C:18]([I:19])=[C:11]2[N:12]=[C:13]([CH3:17])[NH:14][C:15](=[O:16])[N:10]2[N:9]=1. Reported procedure: To a suspension of 7-(2-chlorophenyl)-2-methyl-3H-pyrazolo[1,5-a]-[1,3,5]triazin-4-one (I-1A-1c; 18.9 g, 72.6 mmol) in methylene chloride (290 ml) cooled in an ice bath was added N-iodosuccinimide (18.0 g, 79.9 mmol). The mixture became homogeneous orange solution within 5 minutes. After stirring for 5 hours, the mixture was washed with 50% saturated aqueous NH4OH (160 ml), 1 M aqueous Na2S2O3 (120 ml), and brine (120 ml). The solution was concentrated, in vacuo, and then concentrated again from...